Dataset: the Open Reaction Database (ORD), a public repository of structured organic reaction records. Task: describe an organic reaction: reactants, conditions, products, and yield Starting materials: Cc1ccc(C(=O)O)c(Cl)n1, ClCCl, NCC1=NN=C(N)C1=NNc1ccc(F)c(F)c1, CN(C)C=O, On1nnc2ccccc21. Product: Cc1ccc(C(=O)NCC2=NN=C(N)C2=NNc2ccc(F)c(F)c2)c(Cl)n1. RXN SMILES: [Cl:11][c:12]1[c:13]([C:14](=[O:15])[OH:16])[cH:17][cH:18][c:19]([CH3:21])[n:20]1.[Cl:40][CH2:41][Cl:42].[NH2:22][CH2:23][C:24]1=[N:28][N:27]=[C:26]([NH2:29])[C:25]1=[N:30][NH:31][c:32]1[cH:33][c:34]([F:39])[c:35]([F:38])[cH:36][cH:37]1.[O:43]=[CH:44][N:45]([CH3:46])[CH3:47].[OH:1][n:2]1[c:3]2[c:4]([cH:5][cH:6][cH:7][cH:8]2)[n:9][n:10]1>>[Cl:11][c:12]1[c:13]([C:14](=[O:16])[NH:22][CH2:23][C:24]2=[N:28][N:27]=[C:26]([NH2:29])[C:25]2=[N:30][NH:31][c:32]2[cH:33][c:34]([F:39])[c:35]([F:38])[cH:36][cH:37]2)[cH:17][cH:18][c:19]([CH3:21])[n:20]1.